This data is from the Open Reaction Database (ORD), a public repository of structured organic reaction records. The task is: describe an organic reaction: reactants, conditions, products, and yield Starting materials: ClC1=NC2=C(N1)C=C(C=C2I)C(F)(F)F (2-Chloro-4-iodo-6-(trifluoromethyl)-1H-benzoimidazole), ClC=1C=C(C=NC1N1CCNCC1)CO ((5-chloro-6-piperazin-1-yl-pyridin-3-yl)methanol). Yields the product ClC=1C=C(C=NC1N1CCN(CC1)C1=NC2=C(N1)C(=CC(=C2)C(F)(F)F)I)CO ((5-Chloro-6-{4-[7-iodo-5-(trifluoromethyl)-1H-benzimidazol-2-yl]piperazin-1-yl}pyridin-3-yl)methanol). As a reaction SMILES: Cl[C:2]1[NH:6][C:5]2[CH:7]=[C:8]([C:12]([F:15])([F:14])[F:13])[CH:9]=[C:10]([I:11])[C:4]=2[N:3]=1.[Cl:16][C:17]1[CH:18]=[C:19]([CH2:29][OH:30])[CH:20]=[N:21][C:22]=1[N:23]1[CH2:28][CH2:27][NH:26][CH2:25][CH2:24]1>>[Cl:16][C:17]1[CH:18]=[C:19]([CH2:29][OH:30])[CH:20]=[N:21][C:22]=1[N:23]1[CH2:28][CH2:27][N:26]([C:2]2[NH:3][C:4]3[C:10]([I:11])=[CH:9][C:8]([C:12]([F:15])([F:14])[F:13])=[CH:7][C:5]=3[N:6]=2)[CH2:25][CH2:24]1. Reported procedure: The benzoimidazole from step (c) above (69 mg, 0.2 mmol) reacted with (5-chloro-6-piperazin-1-yl-pyridin-3-yl)methanol (68 mg, 0.3 mmol, Example 60c) under the conditions of Example 3c to give the title compound as a yellow amorphous solid. MS (ESI, pos. ion) m/z: 538 (M+1). Starting materials: Fc1cccc2c1C1CCCNC1CC2, O=C(O)c1ccc2[nH]cnc2c1. Yields the product O=C(c1ccc2[nH]cnc2c1)N1CCCC2c3c(F)cccc3CCC21. Reaction SMILES: [F:13][c:14]1[cH:15][cH:16][cH:17][c:18]2[c:19]1[CH:20]1[CH2:21][CH2:22][CH2:23][NH:24][CH:25]1[CH2:26][CH2:27]2.[nH:1]1[cH:2][n:3][c:4]2[c:5]1[cH:6][cH:7][c:8]([C:10](=[O:11])[OH:12])[cH:9]2>>[nH:1]1[cH:2][n:3][c:4]2[c:5]1[cH:6][cH:7][c:8]([C:10](=[O:12])[N:24]1[CH2:23][CH2:22][CH2:21][CH:20]3[c:19]4[c:14]([F:13])[cH:15][cH:16][cH:17][c:18]4[CH2:27][CH2:26][CH:25]31)[cH:9]2.